This data is from the Open Reaction Database (ORD), a public repository of structured organic reaction records. The task is: describe an organic reaction: reactants, conditions, products, and yield Starting materials: IC (Iodomethane), ClC=1C(=NC=C(C1)C(F)(F)F)ONC(=O)C1=CC=CC2=CC=CC=C12 (N-(3-Chloro-5-trifluoromethyl-2-pyridyloxy)-1-naphthalenecarboxamide), ClC=1C(=NC=C(C1)C(F)(F)F)ONC(=O)C1=CC=CC2=CC=CC=C12 (N-(3-Chloro-5-trifluoromethyl-2-pyridyloxy)-1-naphthalenecarboxamide), CC(C)([O-])C.[K+] (potassium tert-butoxide). Run at time 48 hour. The product is ClC=1C(=NC=C(C1)C(F)(F)F)ON(C(=O)C1=CC=CC2=CC=CC=C12)C (N-(3-Chloro-5-trifluoromethyl-2-pyridyloxy)-N-methyl-1-naphthalenecarboxamide). RXN SMILES: IC.[Cl:3][C:4]1[C:5]([O:14][NH:15][C:16]([C:18]2[C:27]3[C:22](=[CH:23][CH:24]=[CH:25][CH:26]=3)[CH:21]=[CH:20][CH:19]=2)=[O:17])=[N:6][CH:7]=[C:8]([C:10]([F:13])([F:12])[F:11])[CH:9]=1.[CH3:28]C(C)([O-])C.[K+]>>[Cl:3][C:4]1[C:5]([O:14][N:15]([CH3:28])[C:16]([C:18]2[C:27]3[C:22](=[CH:23][CH:24]=[CH:25][CH:26]=3)[CH:21]=[CH:20][CH:19]=2)=[O:17])=[N:6][CH:7]=[C:8]([C:10]([F:11])([F:13])[F:12])[CH:9]=1 |f:2.3|. Reported procedure: Iodomethane (0.82 g) was added to a stirred solution of the product from Example 13 (Compound 1012) (1.93 g) and potassium tert-butoxide (0.61 g) in tetahydrofuran (50 ml). The reaction mixture was stirred for 48 hours. The solvent was evaporated and the residue partitioned between ethyl acetate and saturated aqueous ammonium chloride. The aqueous layer was separated and extracted with 3 portions of ethyl acetate. The combined organic phases were dried, filtered and evaporated to give a residue ...